Dataset: the Open Reaction Database (ORD), a public repository of structured organic reaction records. Task: describe an organic reaction: reactants, conditions, products, and yield The reactants are BrC1=CC=C2CCCNC2=C1 (7-bromo-1,2,3,4-tetrahydroquinoline), ClC1=NC=NC2=CC(=C(C=C12)OC)OC (4-chloro-6,7-dimethoxy-quinazoline). The product is BrC1=CC=C2CCCN(C2=C1)C1=NC=NC2=CC(=C(C=C12)OC)OC (4-(7-Bromo-3,4-dihydro-2H-quinolin-1-yl)-6,7-dimethoxy-quinazoline). Isolated yield 11.0%. RXN SMILES: [Br:1][C:2]1[CH:11]=[C:10]2[C:5]([CH2:6][CH2:7][CH2:8][NH:9]2)=[CH:4][CH:3]=1.Cl[C:13]1[C:22]2[C:17](=[CH:18][C:19]([O:25][CH3:26])=[C:20]([O:23][CH3:24])[CH:21]=2)[N:16]=[CH:15][N:14]=1>>[Br:1][C:2]1[CH:11]=[C:10]2[C:5]([CH2:6][CH2:7][CH2:8][N:9]2[C:13]2[C:22]3[C:17](=[CH:18][C:19]([O:25][CH3:26])=[C:20]([O:23][CH3:24])[CH:21]=3)[N:16]=[CH:15][N:14]=2)=[CH:4][CH:3]=1. Reported procedure: Utilizing a procedure analogous to that described in Example 1, this product was prepared in 11% yield from 7-bromo-1,2,3,4-tetrahydroquinoline and 4-chloro-6,7-dimethoxy-quinazoline. (film; LC-MS: 399 (MH+)). Starting materials: C(C1=CC=CC=C1)OC1=C(C=C(C=C1)C1=CN(C=2N=CN=C(C21)N)C2=CC(=CC=C2)OCCN2C=NC=C2)C (5-(4-benzyloxy-3-methylphenyl)-7-[3-(2-(1-imidazolyl)ethoxy)phenyl]-4-amino-pyrrolo[2,3-d]pyrimidine), [H][H] (hydrogen), C(C)O (ethanol). The reagents and catalysts are [Pd] (palladium/carbon). Run in C1CCOC1 (THF). The product is OC1=C(C=C(C=C1)C1=CN(C=2N=CN=C(C21)N)C2=CC(=CC=C2)OCCN2C=NC=C2)C (5-(4-Hydroxy-3-methylphenyl)-7-[3-(2-(1-imidazolyl)ethoxy)phenyl]-4-amino-pyrrolo[2,3-d]pyrimidine). As a reaction SMILES: C([O:8][C:9]1[CH:14]=[CH:13][C:12]([C:15]2[C:23]3[C:22]([NH2:24])=[N:21][CH:20]=[N:19][C:18]=3[N:17]([C:25]3[CH:30]=[CH:29][CH:28]=[C:27]([O:31][CH2:32][CH2:33][N:34]4[CH:38]=[CH:37][N:36]=[CH:35]4)[CH:26]=3)[CH:16]=2)=[CH:11][C:10]=1[CH3:39])C1C=CC=CC=1.[H][H].C(O)C>C1COCC1.[Pd]>[OH:8][C:9]1[CH:14]=[CH:13][C:12]([C:15]2[C:23]3[C:22]([NH2:24])=[N:21][CH:20]=[N:19][C:18]=3[N:17]([C:25]3[CH:30]=[CH:29][CH:28]=[C:27]([O:31][CH2:32][CH2:33][N:34]4[CH:38]=[CH:37][N:36]=[CH:35]4)[CH:26]=3)[CH:16]=2)=[CH:11][C:10]=1[CH3:39]. Procedure: 0.4 g of 5-(4-benzyloxy-3-methylphenyl)-7-[3-(2-(1-imidazolyl)ethoxy)phenyl]-4-amino-pyrrolo[2,3-d]pyrimidine are hydrogenated in a hydrogen atmosphere at normal pressure and about 40° C. for 10 h in 20 ml of THF and 10 ml of ethanol in the presence of 0.2 g of 5% palladium/carbon. After filtration through Celite and crystallization of the residue from methylene chloride, 5-(4-hydroxy-3-methylphenyl)-7-[3-(2-(1-imidazolyl)ethoxy)phenyl]-4-aminopyrrolo[2,3-d]pyrimidine having an m.p. of 202°-204°... Starting materials: O1CCCC1 (tetrahydrofuran), O1CCCC1 (tetrahydrofuran), [H-].[Al+3].[Li+].[H-].[H-].[H-] (lithium aluminium hydride), ClC=1C(=C2C=C(NC2=CC1)C(=O)O)C (5-chloro-4-methyl-indole-2-carboxylic acid). Run in O (water). The product is ClC=1C(=C2C=C(NC2=CC1)CO)C (5-Chloro-4-methyl-2-hydroxymethylindole). As a reaction SMILES: O1CCCC1.[H-].[Al+3].[Li+].[H-].[H-].[H-].[Cl:12][C:13]1[C:14]([CH3:25])=[C:15]2[C:19](=[CH:20][CH:21]=1)[NH:18][C:17]([C:22](O)=[O:23])=[CH:16]2>O>[Cl:12][C:13]1[C:14]([CH3:25])=[C:15]2[C:19](=[CH:20][CH:21]=1)[NH:18][C:17]([CH2:22][OH:23])=[CH:16]2 |f:1.2.3.4.5.6|. Procedure details: 240 ml. anhydrous tetrahydrofuran and 3.5 g. lithium aluminium hydride were placed in a 1 liter three-necked flask equipped with a stirrer, dropping funnel and reflux condenser provided with a calcium chloride tube. A solution of 6.5 g. 5-chloro-4-methyl-indole-2-carboxylic acid in 100 ml. anhydrous tetrahydrofuran was then slowly added thereto dropwise, while stirring at ambient temperature, whereafter the reaction mixture was heated to 50° C. for 2 hours. After cooling, 4.7 ml. water were adde... Starting materials: BrC1=C(C=C(C=C1)OC)CCOC1OCCCC1 (2-(2-(2-bromo-5-methoxyphenyl)-ethoxy)tetrahydropyran), C(CCC)[Li] (n-butyllithium), [Cl-].[Ce+3].[Cl-].[Cl-] (cerium chloride), FC(C(C)=O)(F)F (trifluoroacetone). The solvent is O1CCCC1 (tetrahydrofuran), O1CCCC1 (tetrahydrofuran). Reaction conditions: temperature -40 celsius, time 1 hour. The product is FC(C(C)(O)C1=C(C=C(C=C1)OC)CCOC1OCCCC1)(F)F (1,1,1-Trifluoro-2-(4-methoxy-2-(2-(tetrahydropyran-2-yloxy)ethyl)phenyl)-propan-2-ol). Isolated yield 50.3%. As a reaction SMILES: Br[C:2]1[CH:7]=[CH:6][C:5]([O:8][CH3:9])=[CH:4][C:3]=1[CH2:10][CH2:11][O:12][CH:13]1[CH2:18][CH2:17][CH2:16][CH2:15][O:14]1.C([Li])CCC.[Cl-].[Ce+3].[Cl-].[Cl-].[F:28][C:29]([F:34])([F:33])[C:30](=[O:32])[CH3:31]>O1CCCC1>[F:28][C:29]([F:34])([F:33])[C:30]([C:2]1[CH:7]=[CH:6][C:5]([O:8][CH3:9])=[CH:4][C:3]=1[CH2:10][CH2:11][O:12][CH:13]1[CH2:18][CH2:17][CH2:16][CH2:15][O:14]1)([OH:32])[CH3:31] |f:2.3.4.5|. Reported procedure: To a stirred solution of 2-(2-(2-bromo-5-methoxyphenyl)-ethoxy)tetrahydropyran (1.0 g, 3.17 mmol) in dry tetrahydrofuran (20 ml) was added n-butyllithium (2.5 ml, 4.12 mmol) dropwise under nitrogen at −78° C. The reaction mixture was stirred at −40° C. for 1 hr. To the reaction mixture was added a suspension of anhydrous cerium chloride (884 mg, 3.58 mmol) in dry tetrahydrofuran (15 ml) dropwise at −78° C. and stirred for 1 hr. To the reaction mixture was added trifluoroacetone (0.5 ml, 5.59 mmo...